The task is: describe an organic reaction: reactants, conditions, products, and yield. This data is from the Open Reaction Database (ORD), a public repository of structured organic reaction records. Reactants: C(C(C)C)OC=1C=CC=2CN(CCOC2N1)C(=O)OC(C)(C)C (tert-butyl 8-isobutoxy-2,3-dihydropyrido[3,2-f][1,4]oxazepine-4(5H)-carboxylate), Cl.C(C)(=O)OCC (hydrogen chloride ethyl acetate). Reaction conditions: time 3 hour. The product is Cl.C(C(C)C)OC=1C=CC=2CNCCOC2N1 (8-isobutoxy-2,3,4,5-tetrahydropyrido[3,2-f][1,4]oxazepine hydrochloride). Isolated yield 83.0%. As a reaction SMILES: [CH2:1]([O:5][C:6]1[CH:7]=[CH:8][C:9]2[CH2:10][N:11](C(OC(C)(C)C)=O)[CH2:12][CH2:13][O:14][C:15]=2[N:16]=1)[CH:2]([CH3:4])[CH3:3].[ClH:24].C(OCC)(=O)C>>[ClH:24].[CH2:1]([O:5][C:6]1[CH:7]=[CH:8][C:9]2[CH2:10][NH:11][CH2:12][CH2:13][O:14][C:15]=2[N:16]=1)[CH:2]([CH3:4])[CH3:3] |f:1.2,3.4|. Procedure: A mixture of the compound obtained in step 1 (0.33 g) and 4N hydrogen chloride/ethyl acetate (3 mL) was stirred at room temperature for 3 hr. The precipitate was collected by filtration, and the aqueous layer was basified and extracted with ethyl acetate and aqueous sodium hydroxide solution. The organic layer was washed with saturated brine and dried, and the solvent was evaporated under reduced pressure. Ethyl acetate was added to the residue, and 4N hydrogen chloride/ethyl acetate was added. ...